From a dataset of the Open Reaction Database (ORD), a public repository of structured organic reaction records. describe an organic reaction: reactants, conditions, products, and yield Reaction SMILES: [C@@H:1]1([NH:12][C:13]([NH:15][CH3:16])=[O:14])[O:9][C@H:8]([CH2:10][OH:11])[C@@H:6]([OH:7])[C@H:4]([OH:5])[C@@H:2]1[OH:3].[N:17]([O-])=[O:18].[Na+]>C(O)(=O)C.O>[C@@H:1]1([NH:12][C:13]([N:15]([CH3:16])[N:17]=[O:18])=[O:14])[O:9][C@H:8]([CH2:10][OH:11])[C@@H:6]([OH:7])[C@H:4]([OH:5])[C@@H:2]1[OH:3] |f:1.2|. Run in C(C)(=O)O (acetic acid), O (water). Product: [C@@H]1([C@@H](O)[C@@H](O)[C@H](O)[C@H](O1)CO)NC(=O)N(N=O)C (1-(β-D-mannopyranosyl)-3-methyl-3-nitrosourea). Starting materials: [C@@H]1([C@@H](O)[C@@H](O)[C@H](O)[C@H](O1)CO)NC(=O)NC (1-(β-D-mannopyranosyl)-3-methyl-urea), N(=O)[O-].[Na+] (sodium nitrite). Conditions: time 3 hour. Reported procedure: 1-(β-D-mannopyranosyl)-3-methyl-urea (200 mg) was dissolved in a mixture of 1.5 ml of glacial acetic acid and 3.5 ml of water, and the resulting solution was admixed with 99 mg of sodium nitrite. The mixture so obtained was agitated for 3 hours at ambient temperature to effect the nitrosation. The reaction mixture was treated with Amberlite IR-120 (H+ form) to remove sodium cation therefrom. The reaction mixture so treated was then concentrated by distillation under reduced pressure at a tempera... The yield is 80.2%. The reactants are CO, Cc1cnc(Cl)nc1Cl, CN1C(=O)CSc2ccc(N)cc21. Yields the product Cc1cnc(Cl)nc1Nc1ccc2c(c1)N(C)C(=O)CS2. RXN SMILES: [CH3:23][OH:24].[Cl:14][c:15]1[n:16][cH:17][c:18]([CH3:22])[c:19]([Cl:21])[n:20]1.[NH2:1][c:2]1[cH:3][cH:4][c:5]2[c:6]([cH:13]1)[N:7]([CH3:12])[C:8](=[O:11])[CH2:9][S:10]2>>[NH:1]([c:2]1[cH:3][cH:4][c:5]2[c:6]([cH:13]1)[N:7]([CH3:12])[C:8](=[O:11])[CH2:9][S:10]2)[c:19]1[c:18]([CH3:22])[cH:17][n:16][c:15]([Cl:14])[n:20]1.